Task: describe an organic reaction: reactants, conditions, products, and yield. Dataset: the Open Reaction Database (ORD), a public repository of structured organic reaction records Starting materials: CCOC(=O)c1nn(-c2c(Cl)cccc2Cl)nc1COc1ccccc1, CCO, [K+], [OH-], O, O. Product: O=C(O)c1nn(-c2c(Cl)cccc2Cl)nc1COc1ccccc1. As a reaction SMILES: [CH2:1]([CH3:2])[O:3][C:4](=[O:5])[c:6]1[n:7][n:8](-[c:19]2[c:20]([Cl:26])[cH:21][cH:22][cH:23][c:24]2[Cl:25])[n:9][c:10]1[CH2:11][O:12][c:13]1[cH:14][cH:15][cH:16][cH:17][cH:18]1.[CH2:30]([OH:31])[CH3:32].[K+:28].[OH-:27].[OH2:29].[OH2:33]>>[O:3]=[C:4]([OH:5])[c:6]1[n:7][n:8](-[c:19]2[c:20]([Cl:26])[cH:21][cH:22][cH:23][c:24]2[Cl:25])[n:9][c:10]1[CH2:11][O:12][c:13]1[cH:14][cH:15][cH:16][cH:17][cH:18]1. Starting materials: [H-].[Na+] (sodium hydride), [H][H] (hydrogen), ClC1=NC=CC(=C1NC(=O)C=1C(=NC=CC1)NC1CC1)C (N-(2-chloro-4-methyl-3-pyridinyl)-2-(cyclopropylamino)-3-pyridinecarboxamide), [H][H] (hydrogen). Run in O (water), COCCOCCOC (diglyme), C(C)(=O)O (Acetic acid), COCCOCCOC (diglyme), O (water), O (water). Conditions: temperature 130 celsius, time 30 minute. Product: CC=1C=CN=C2C1NC(=O)C=3C=CC=NC3N2C4CC4 (nevirapine). Yield: 96.8%. Reaction SMILES: [H-].[Na+].Cl[C:4]1[C:9]([NH:10][C:11]([C:13]2[C:14]([NH:19][CH:20]3[CH2:22][CH2:21]3)=[N:15][CH:16]=[CH:17][CH:18]=2)=[O:12])=[C:8]([CH3:23])[CH:7]=[CH:6][N:5]=1.[H][H]>COCCOCCOC.O.C(O)(=O)C>[CH3:23][C:8]1[CH:7]=[CH:6][N:5]=[C:4]2[N:19]([CH:20]3[CH2:22][CH2:21]3)[C:14]3[N:15]=[CH:16][CH:17]=[CH:18][C:13]=3[C:11](=[O:12])[NH:10][C:9]=12 |f:0.1|. Reported procedure: A 500 ml 4NRB flask with stirrer, temperature controller thermocouple, addition funnel and condenser with an oil bubbler to exclude air was inserted with nitrogen and charged with 15.00 g of 60% sodium hydride in a mineral oil slurry and 120 ml of diglyme. The mixture was heated to 130° C. and treated dropwise with a solution of 41.7 g (0.138 mol) of N-(2-chloro-4-methyl-3-pyridinyl)-2-(cyclopropylamino)-3-pyridinecarboxamide, from example 4, in 70 ml of diglyme at 80 ° C. The reaction mixture w... The reactants are CC=1OCC(N1)(COCC1=CC=CC=C1)C (2,4-Dimethyl-4-benzyloxymethyloxazoline), [OH-].[K+] (potassium hydroxide), O (water). Solvent: C(C)O (ethanol). The product is NC(CO)(COCC1=CC=CC=C1)C (2-amino-3-benzyloxy-2-methylpropanol). Reaction SMILES: CC1[O:3][CH2:4][C:5]([CH3:16])([CH2:7][O:8][CH2:9][C:10]2[CH:15]=[CH:14][CH:13]=[CH:12][CH:11]=2)[N:6]=1.[OH-].[K+].O>C(O)C>[NH2:6][C:5]([CH3:16])([CH2:7][O:8][CH2:9][C:10]1[CH:15]=[CH:14][CH:13]=[CH:12][CH:11]=1)[CH2:4][OH:3] |f:1.2|. Procedure: 2,4-Dimethyl-4-benzyloxymethyloxazoline (80 grams, prepared by a similar method to that described in Example 1) and potassium hydroxide (100 grams) in aqueous ethanol were heated together under reflux for 4 days. The volume of the reaction mixture was reduced under reduced pressure and water (300 milliliters) was then added. The aqueous mixture was extracted with ether (3 × 250 milliliters) and the extracts dried and the solvent removed under reduced pressure. The residue was distilled under red... The reactants are CCCCP(CCCC)CCCC, ClCCl, CCOCC, COc1cc2c(Oc3ccc(Cl)cc3F)ncnc2cc1O, O=C(N=NC(=O)N1CCCCC1)N1CCCCC1, O=S1(=O)CCN(CCCO)CC1. Product: COc1cc2c(Oc3ccc(Cl)cc3F)ncnc2cc1OCCCN1CCS(=O)(=O)CC1. As a reaction SMILES: [CH2:53]([P:54]([CH2:55][CH2:56][CH2:57][CH3:58])[CH2:59][CH2:60][CH2:61][CH3:62])[CH2:63][CH2:64][CH3:65].[CH2:71]([Cl:72])[Cl:73].[CH3:66][CH2:67][O:68][CH2:69][CH3:70].[Cl:31][c:32]1[cH:33][c:34]([F:52])[c:35]([O:36][c:37]2[n:38][cH:39][n:40][c:41]3[cH:42][c:43]([OH:49])[c:44]([O:47][CH3:48])[cH:45][c:46]23)[cH:50][cH:51]1.[N:13]([C:14]([N:15]1[CH2:16][CH2:17][CH2:18][CH2:19][CH2:20]1)=[O:21])=[N:22][C:23]([N:24]1[CH2:25][CH2:26][CH2:27][CH2:28][CH2:29]1)=[O:30].[O:1]=[S:2]1(=[O:12])[CH2:3][CH2:4][N:5]([CH2:8][CH2:9][CH2:10][OH:11])[CH2:6][CH2:7]1>>[O:1]=[S:2]1(=[O:12])[CH2:3][CH2:4][N:5]([CH2:8][CH2:9][CH2:10][O:11][c:43]2[cH:42][c:41]3[n:40][cH:39][n:38][c:37]([O:36][c:35]4[c:34]([F:52])[cH:33][c:32]([Cl:31])[cH:51][cH:50]4)[c:46]3[cH:45][c:44]2[O:47][CH3:48])[CH2:6][CH2:7]1. The reactants are COC(=O)c1cccc(Br)c1, Oc1cccc(-c2c(Cc3ccccc3)cnc3c(C(F)(F)F)cccc23)c1, [K+], [K+], O=C([O-])[O-], O, c1ccncc1. The product is COC(=O)c1cccc(Oc2cccc(-c3c(Cc4ccccc4)cnc4c(C(F)(F)F)cccc34)c2)c1. RXN SMILES: [Br:29][c:30]1[cH:31][c:32]([C:33](=[O:34])[O:35][CH3:36])[cH:37][cH:38][cH:39]1.[CH2:1]([c:2]1[cH:3][cH:4][cH:5][cH:6][cH:7]1)[c:8]1[cH:9][n:10][c:11]2[c:12]([C:25]([F:26])([F:27])[F:28])[cH:13][cH:14][cH:15][c:16]2[c:17]1-[c:18]1[cH:19][c:20]([OH:24])[cH:21][cH:22][cH:23]1.[K+:40].[K+:41].[O-:42][C:43]([O-:44])=[O:45].[OH2:52].[cH:46]1[cH:47][cH:48][n:49][cH:50][cH:51]1>>[CH2:1]([c:2]1[cH:3][cH:4][cH:5][cH:6][cH:7]1)[c:8]1[cH:9][n:10][c:11]2[c:12]([C:25]([F:26])([F:27])[F:28])[cH:13][cH:14][cH:15][c:16]2[c:17]1-[c:18]1[cH:19][c:20]([O:24][c:30]2[cH:31][c:32]([C:33](=[O:34])[O:35][CH3:36])[cH:37][cH:38][cH:39]2)[cH:21][cH:22][cH:23]1.